From a dataset of the Open Reaction Database (ORD), a public repository of structured organic reaction records. describe an organic reaction: reactants, conditions, products, and yield Reported procedure: To 5 mL of an ethyl acetate solution containing 369 mg of tert-butyl (2,3-dihydro-1,4-benzodioxin-6-ylmethyl)(1-(2-(7-methoxy-5-((methylamino)carbonyl)-2-oxoquinolin-1(2H)-yl)ethyl)piperidin-4-yl)carbamate, 9 mL of 4 mol/L hydrogen chloride/ethyl acetate was added and stirred at room temperature for 2 hours. The solvent was removed under reduced pressure, ethyl acetate was added to the residue thus obtained, and the resulting solid was filtered to give 205 mg of 1-(2-(4-((2,3-dihydro-1,4-benzodi... Run at time 2 hour. Yields the product Cl.O1CCOC2=C1C=CC(=C2)CNC2CCN(CC2)CCN2C(C=CC=1C(=CC(=CC21)OC)C(=O)NC)=O (1-(2-(4-((2,3-dihydro-1,4-benzodioxin-6-ylmethyl)amino)piperidin-1-yl)ethyl)-7-methoxy-N-methyl-2-oxo-1,2-dihydroquinoline-5-carboxamide hydrochloride). As a reaction SMILES: [O:1]1[C:6]2[CH:7]=[CH:8][C:9]([CH2:11][N:12]([CH:20]3[CH2:25][CH2:24][N:23]([CH2:26][CH2:27][N:28]4[C:37]5[C:32](=[C:33]([C:40]([NH:42][CH3:43])=[O:41])[CH:34]=[C:35]([O:38][CH3:39])[CH:36]=5)[CH:31]=[CH:30][C:29]4=[O:44])[CH2:22][CH2:21]3)C(=O)OC(C)(C)C)=[CH:10][C:5]=2[O:4][CH2:3][CH2:2]1.[ClH:45].C(OCC)(=O)C>C(OCC)(=O)C>[ClH:45].[O:1]1[C:6]2[CH:7]=[CH:8][C:9]([CH2:11][NH:12][CH:20]3[CH2:21][CH2:22][N:23]([CH2:26][CH2:27][N:28]4[C:37]5[CH:36]=[C:35]([O:38][CH3:39])[CH:34]=[C:33]([C:40]([NH:42][CH3:43])=[O:41])[C:32]=5[CH:31]=[CH:30][C:29]4=[O:44])[CH2:24][CH2:25]3)=[CH:10][C:5]=2[O:4][CH2:3][CH2:2]1 |f:1.2,4.5|. Starting materials: O1CCOC2=C1C=CC(=C2)CN(C(OC(C)(C)C)=O)C2CCN(CC2)CCN2C(C=CC1=C(C=C(C=C21)OC)C(=O)NC)=O (tert-butyl (2,3-dihydro-1,4-benzodioxin-6-ylmethyl)(1-(2-(7-methoxy-5-((methylamino)carbonyl)-2-oxoquinolin-1(2H)-yl)ethyl)piperidin-4-yl)carbamate), Cl.C(C)(=O)OCC (hydrogen chloride ethyl acetate). The solvent is C(C)(=O)OCC (ethyl acetate).